From a dataset of the Open Reaction Database (ORD), a public repository of structured organic reaction records. describe an organic reaction: reactants, conditions, products, and yield Starting materials: BrCC(=O)NC1=C(C(=O)O)C=CC=C1 (2-(N-Bromoacetylamino)benzoic Acid), NC1=CC=CC=C1 (aniline), 50, [OH-].[K+] (KOH), ice water, white powder. The solvent is CN(C)C=O (DMF). Product: C1(=CC=CC=C1)NCC(=O)NC1=C(C(=O)O)C=CC=C1 (2-[[N-(phenyl)amino]acetamido]benzoic Acid). Reaction SMILES: Br[CH2:2][C:3]([NH:5][C:6]1[CH:14]=[CH:13][CH:12]=[CH:11][C:7]=1[C:8]([OH:10])=[O:9])=[O:4].[NH2:15][C:16]1[CH:21]=[CH:20][CH:19]=[CH:18][CH:17]=1.[OH-].[K+]>CN(C=O)C>[C:16]1([NH:15][CH2:2][C:3]([NH:5][C:6]2[CH:14]=[CH:13][CH:12]=[CH:11][C:7]=2[C:8]([OH:10])=[O:9])=[O:4])[CH:21]=[CH:20][CH:19]=[CH:18][CH:17]=1 |f:2.3|. Procedure details: A solution of 2-(N-Bromoacetylamino)benzoic acid from Example 79 (5.0 g, 19.37 mmol), aniline (4.51 g, 4.41 mL, 48.4 mmol) and anhyd DMF (50 mL) was heated in an oil bath at 85° C. for 4.5 h. The reaction mixture was cooled and poured into ice-water (500 mL). A solution of 50 KOH (100 mL) was added to dissolve the milky white suspension and the resulting homogenous solution was extracted with CH2Cl2 (200 mL, 2×100 mL). The combined CH2Cl2 extract was set aside and the aqueous layer was acidified... Starting materials: O=c1ccc2c(Br)nccc2[nH]1, Cc1nc[nH]n1, CN1CCCC1=O, O. The product is Cc1ncn(-c2nccc3[nH]c(=O)ccc23)n1. As a reaction SMILES: [Br:1][c:2]1[c:3]2[cH:4][cH:5][c:6](=[O:12])[nH:7][c:8]2[cH:9][cH:10][n:11]1.[CH3:13][c:14]1[n:15][nH:16][cH:17][n:18]1.[CH3:19][N:20]1[CH2:21][CH2:22][CH2:23][C:24]1=[O:25].[OH2:26]>>[c:2]1(-[n:16]2[n:15][c:14]([CH3:13])[n:18][cH:17]2)[c:3]2[cH:4][cH:5][c:6](=[O:12])[nH:7][c:8]2[cH:9][cH:10][n:11]1. Reactants: O (water), C(C1=CC=CC=C1)OC1CC(C1)(C(=O)OCCC(C)C)NC(=O)OC(C)(C)C (1-benzyloxy-3-(tert-butoxycarbonylamino)-3-isoamyloxycarbonylcyclobutane), ice, [OH-].[Na+] (sodium hydroxide). The solvent is CO (methanol), CO (methanol). The product is C(C1=CC=CC=C1)OC1CC(C1)(C(=O)O)NC(=O)OC(C)(C)C (1-Benzyloxy-3-(tert-butoxycarbonylamino)cyclobutane-3-carboxylic acid). As a reaction SMILES: [CH2:1]([O:8][CH:9]1[CH2:12][C:11]([NH:21][C:22]([O:24][C:25]([CH3:28])([CH3:27])[CH3:26])=[O:23])([C:13]([O:15]CCC(C)C)=[O:14])[CH2:10]1)[C:2]1[CH:7]=[CH:6][CH:5]=[CH:4][CH:3]=1.[OH-].[Na+].O>CO>[CH2:1]([O:8][CH:9]1[CH2:12][C:11]([NH:21][C:22]([O:24][C:25]([CH3:28])([CH3:27])[CH3:26])=[O:23])([C:13]([OH:15])=[O:14])[CH2:10]1)[C:2]1[CH:3]=[CH:4][CH:5]=[CH:6][CH:7]=1 |f:1.2|. Procedure details: A 45.28 g (115.7 mmol) portion of 1-benzyloxy-3-(tert-butoxycarbonylamino)-3-isoamyloxycarbonylcyclobutane was dissolved in 300 ml of methanol to which, while cooling in an ice bath with stirring, was subsequently added dropwise 127 ml (127.2 mmol) of 1 N sodium hydroxide in 10 minutes. After 10 minutes of stirring, the ice bath was detached and the reaction mixture was stirred at room temperature for 5 hours. This was mixed with 200 ml of water, and methanol was evaporated under a reduced press...